From a dataset of the Open Reaction Database (ORD), a public repository of structured organic reaction records. describe an organic reaction: reactants, conditions, products, and yield The reactants are CN1N=CC(=C1C1=C(C=CC=C1)C)C=1SC=C(N1)CC(=O)O (2-(2-(1-methyl-5-(o-tolyl)-1H-pyrazol-4-yl)thiazol-4-yl)acetic acid), O1CCC(CC1)CN ((tetrahydro-2H-pyran-4-yl)methanamine). The product is CN1N=CC(=C1C1=C(C=CC=C1)C)C=1SC=C(N1)CC(=O)NCC1CCOCC1 (2-{2-[1-methyl-5-(2-methylphenyl)-1H-pyrazol-4-yl]-1,3-thiazol-4-yl}-N-(tetrahydro-2H-pyran-4-ylmethyl)acetamide). As a reaction SMILES: [CH3:1][N:2]1[C:6]([C:7]2[CH:12]=[CH:11][CH:10]=[CH:9][C:8]=2[CH3:13])=[C:5]([C:14]2[S:15][CH:16]=[C:17]([CH2:19][C:20](O)=[O:21])[N:18]=2)[CH:4]=[N:3]1.[O:23]1[CH2:28][CH2:27][CH:26]([CH2:29][NH2:30])[CH2:25][CH2:24]1>>[CH3:1][N:2]1[C:6]([C:7]2[CH:12]=[CH:11][CH:10]=[CH:9][C:8]=2[CH3:13])=[C:5]([C:14]2[S:15][CH:16]=[C:17]([CH2:19][C:20]([NH:30][CH2:29][CH:26]3[CH2:27][CH2:28][O:23][CH2:24][CH2:25]3)=[O:21])[N:18]=2)[CH:4]=[N:3]1. Procedure: Using the compound obtained in step 3 and (tetrahydro-2H-pyran-4-yl)methanamine and by reaction and purification in the same manner as in the method described in Example 1, step 7, the title compound was obtained. Conditions: temperature 140 celsius. Reported procedure: A mixture of 2-[4-(2,3-dimethyl-phenoxy)-phenyl]-morpholine (0.60 g; 1.9 mmol), tert-butyl methacrylate (0.61 ml; 3.8 mmol), 1,8-diazabicyclo[5.4.0]undec-7-ene (0.84 ml; 5.6 mmol), and DMF (10 mL) was heated at 140° C., overnight, in a closed vessel. After cooling to room temperature, the mixture was partitioned between 5% aqueous NaHCO3 and EtOAc. The organic layer was dried (MgSO4), filtered, and concentrated in vacuo. The residue was purified by column chromatography (SiO2, Et2O/hexanes 1:9) ... The solvent is CN(C)C=O (DMF). As a reaction SMILES: [CH3:1][C:2]1[C:20]([CH3:21])=[CH:19][CH:18]=[CH:17][C:3]=1[O:4][C:5]1[CH:10]=[CH:9][C:8]([CH:11]2[O:16][CH2:15][CH2:14][NH:13][CH2:12]2)=[CH:7][CH:6]=1.[C:22]([O:27][C:28]([CH3:31])([CH3:30])[CH3:29])(=[O:26])[C:23]([CH3:25])=[CH2:24].N12CCCN=C1CCCCC2>CN(C=O)C>[C:28]([O:27][C:22](=[O:26])[CH:23]([CH3:25])[CH2:24][N:13]1[CH2:14][CH2:15][O:16][CH:11]([C:8]2[CH:7]=[CH:6][C:5]([O:4][C:3]3[CH:17]=[CH:18][CH:19]=[C:20]([CH3:21])[C:2]=3[CH3:1])=[CH:10][CH:9]=2)[CH2:12]1)([CH3:31])([CH3:30])[CH3:29]. Starting materials: CC1=C(OC2=CC=C(C=C2)C2CNCCO2)C=CC=C1C (2-[4-(2,3-dimethyl-phenoxy)-phenyl]-morpholine), C(C(=C)C)(=O)OC(C)(C)C (tert-butyl methacrylate), N12CCCCCC2=NCCC1 (1,8-diazabicyclo[5.4.0]undec-7-ene). Yield: 33.4%. The product is C(C)(C)(C)OC(C(CN1CC(OCC1)C1=CC=C(C=C1)OC1=C(C(=CC=C1)C)C)C)=O (3-{2-[4-(2,3-dimethyl-phenoxy)-phenyl]-morpholin-4-yl}-2-methyl-propionic acid tert-butyl ester).